This data is from the Open Reaction Database (ORD), a public repository of structured organic reaction records. The task is: describe an organic reaction: reactants, conditions, products, and yield The reactants are CC1Cc2ccccc2C(c2ccc(C(=O)O)cc2)N1, ClCCl, O=C=Nc1ccc(F)cc1. The product is CC1Cc2ccccc2C(c2ccc(C(=O)O)cc2)N1C(=O)Nc1ccc(F)cc1. RXN SMILES: [CH3:1][CH:2]1[NH:3][CH:4]([c:12]2[cH:13][cH:14][c:15]([C:16](=[O:17])[OH:18])[cH:19][cH:20]2)[c:5]2[cH:6][cH:7][cH:8][cH:9][c:10]2[CH2:11]1.[Cl:31][CH2:32][Cl:33].[F:21][c:22]1[cH:23][cH:24][c:25]([N:28]=[C:29]=[O:30])[cH:26][cH:27]1>>[CH3:1][CH:2]1[N:3]([C:29]([NH:28][c:25]2[cH:24][cH:23][c:22]([F:21])[cH:27][cH:26]2)=[O:30])[CH:4]([c:12]2[cH:13][cH:14][c:15]([C:16](=[O:17])[OH:18])[cH:19][cH:20]2)[c:5]2[cH:6][cH:7][cH:8][cH:9][c:10]2[CH2:11]1. Starting materials: CSc1nc(N)nc(Br)c1C#N, [Na+], [Na+], O=C([O-])[O-], C1COCCO1, OB(O)c1cccnc1. Yields the product CSc1nc(N)nc(-c2cccnc2)c1C#N. Reaction SMILES: [NH2:1][c:2]1[n:3][c:4]([S:11][CH3:12])[c:5]([C:9]#[N:10])[c:6]([Br:8])[n:7]1.[Na+:22].[Na+:23].[O-:24][C:25](=[O:26])[O-:27].[O:28]1[CH2:29][CH2:30][O:31][CH2:32][CH2:33]1.[n:13]1[cH:14][c:15]([B:19]([OH:20])[OH:21])[cH:16][cH:17][cH:18]1>>[NH2:1][c:2]1[n:3][c:4]([S:11][CH3:12])[c:5]([C:9]#[N:10])[c:6](-[c:15]2[cH:14][n:13][cH:18][cH:17][cH:16]2)[n:7]1. Starting materials: N1=CC=C(C=C1)N1CCC(CC1)CNC1=NC=CC=C1C(=O)[O-].[NH4+] (ammonium 2-[[1-(4-pyridinyl)piperidin-4-ylmethyl]amino]pyridine-3-carboxylate), C(=O)(Cl)Cl (phosgene). Run in O1CCOCC1 (dioxane). Run at time 2 hour. Product: C1=2C(=O)OC(NC1=NC=CC2)=O (aza-isatoic anhydride). RXN SMILES: N1C=CC(N2CCC([CH2:13][NH:14][C:15]3[C:20]([C:21]([O-:23])=[O:22])=[CH:19][CH:18]=[CH:17][N:16]=3)CC2)=CC=1.[NH4+].C(Cl)(Cl)=[O:26]>O1CCOCC1>[C:20]12[C:15](=[N:16][CH:17]=[CH:18][CH:19]=1)[NH:14][C:13](=[O:26])[O:23][C:21]2=[O:22] |f:0.1|. Procedure: A solution of ammonium 2-[[1-(4-pyridinyl)piperidin-4-ylmethyl]amino]pyridine-3-carboxylate (3.0 g, 9.12 mmol) in dioxane (45 mL) was treated with phosgene (1.9 M in toluene, 9.50 mL, 18.2 mmol), and the resulting mixture was heated at reflux. After 2 h, the mixture was concentrated yielding the corresponding aza-isatoic anhydride which was used without further purification. A solution of the crude anhydride (300 mg, 0.648 mmol) in tetrahydrofuran (2 mL) at 0° C. was treated with the magnesium s... Starting materials: O=C([O-])O, ClCCl, COc1ccc(-c2cn(-c3ccnc(SC)n3)c3cc(-c4cccc([N+](=O)[O-])c4)ccc23)cc1, O=C(OO)c1cccc(Cl)c1, [Na+]. Product: COc1ccc(-c2cn(-c3ccnc(S(C)=O)n3)c3cc(-c4cccc([N+](=O)[O-])c4)ccc23)cc1. As a reaction SMILES: [C:46](=[O:47])([OH:48])[O-:49].[CH2:51]([Cl:52])[Cl:53].[CH3:12][O:13][c:14]1[cH:15][cH:16][c:17](-[c:20]2[cH:21][n:22](-[c:38]3[n:39][c:40]([S:44][CH3:45])[n:41][cH:42][cH:43]3)[c:23]3[cH:24][c:25](-[c:29]4[cH:30][c:31]([N+:35](=[O:36])[O-:37])[cH:32][cH:33][cH:34]4)[cH:26][cH:27][c:28]23)[cH:18][cH:19]1.[Cl:1][c:2]1[cH:3][c:4]([C:9](=[O:6])[O:10][OH:11])[cH:5][cH:7][cH:8]1.[Na+:50]>>[O:6]=[S:44]([c:40]1[n:39][c:38](-[n:22]2[cH:21][c:20](-[c:17]3[cH:16][cH:15][c:14]([O:13][CH3:12])[cH:19][cH:18]3)[c:28]3[c:23]2[cH:24][c:25](-[c:29]2[cH:30][c:31]([N+:35](=[O:36])[O-:37])[cH:32][cH:33][cH:34]2)[cH:26][cH:27]3)[cH:43][cH:42][n:41]1)[CH3:45]. Reactants: N1=C(C=CC=C1)CNC(OCC(COC1=NOC(=C1)CCCCCCCCCCCCCCCC)OC1=NOC=C1)=O ((2RS)-3-(5-hexadecyl-3-isoxazolyloxy)-2-(3-isoxazolyloxy)propyl N-(2-pyridylmethyl)carbamate), C(C)(=O)OC(C)=O (acetic anhydride). The reagents and catalysts are CN(C)C1=CC=NC=C1 (4-(N,N-dimethylamino)pyridine). Solvent: C1(=CC=CC=C1)C (toluene). Reaction conditions: time 48 hour. Yields the product C(C)(=O)N(C(OCC(COC1=NOC(=C1)CCCCCCCCCCCCCCCC)OC1=NOC=C1)=O)CC1=NC=CC=C1 ((2RS)-3-(5-Hexadecyl-3-isoxazolyloxy)-2-(3-isoxazolyloxy)propyl N-acetyl-N-(2-pyridylmethyl)carbamate). RXN SMILES: [N:1]1[CH:6]=[CH:5][CH:4]=[CH:3][C:2]=1[CH2:7][NH:8][C:9](=[O:42])[O:10][CH2:11][CH:12]([O:36][C:37]1[CH:41]=[CH:40][O:39][N:38]=1)[CH2:13][O:14][C:15]1[CH:19]=[C:18]([CH2:20][CH2:21][CH2:22][CH2:23][CH2:24][CH2:25][CH2:26][CH2:27][CH2:28][CH2:29][CH2:30][CH2:31][CH2:32][CH2:33][CH2:34][CH3:35])[O:17][N:16]=1.[C:43](OC(=O)C)(=[O:45])[CH3:44]>CN(C1C=CN=CC=1)C.C1(C)C=CC=CC=1>[C:43]([N:8]([CH2:7][C:2]1[CH:3]=[CH:4][CH:5]=[CH:6][N:1]=1)[C:9](=[O:42])[O:10][CH2:11][CH:12]([O:36][C:37]1[CH:41]=[CH:40][O:39][N:38]=1)[CH2:13][O:14][C:15]1[CH:19]=[C:18]([CH2:20][CH2:21][CH2:22][CH2:23][CH2:24][CH2:25][CH2:26][CH2:27][CH2:28][CH2:29][CH2:30][CH2:31][CH2:32][CH2:33][CH2:34][CH3:35])[O:17][N:16]=1)(=[O:45])[CH3:44]. Procedure: 0.370 g of (2RS)-3-(5-hexadecyl-3-isoxazolyloxy)-2-(3-isoxazolyloxy)propyl N-(2-pyridylmethyl)carbamate (prepared as described in Example 30), 0.60 ml of acetic anhydride and 0.733 g of 4-(N,N-dimethylamino)pyridine were dissolved in 10 ml of toluene, and the mixture was stirred on an oil bath kept at 90° C. for 48 hours. The solvent was distilled off, and the residue was purified by column chromatography through 15 g of silica gel and by medium pressure liquid chromatography using a Lobar B col...